From a dataset of the Open Reaction Database (ORD), a public repository of structured organic reaction records. describe an organic reaction: reactants, conditions, products, and yield Reactants: CC(C)O, O=C1CCC(=O)N1Cl, Nc1cc(Oc2ccc(N)c(Cl)c2)ccn1, O. The product is Nc1cc(Oc2cc(Cl)c(N)c(Cl)c2)ccn1. As a reaction SMILES: [CH:25]([OH:26])([CH3:27])[CH3:28].[Cl:17][N:18]1[C:19](=[O:20])[CH2:21][CH2:22][C:23]1=[O:24].[NH2:1][c:2]1[n:3][cH:4][cH:5][c:6]([O:8][c:9]2[cH:10][c:11]([Cl:16])[c:12]([NH2:15])[cH:13][cH:14]2)[cH:7]1.[OH2:29]>>[NH2:1][c:2]1[n:3][cH:4][cH:5][c:6]([O:8][c:9]2[cH:10][c:11]([Cl:16])[c:12]([NH2:15])[c:13]([Cl:17])[cH:14]2)[cH:7]1. Reactants: CC(=O)OI1(C=2C=CC=CC2C(=O)O1)(OC(=O)C)OC(=O)C (Dess-Martin Periodinane), OC1CC2CCC(C1)N2C=2C1=C(N=C(N2)N2CC(CC2)C(=O)N)SC=C1C1=CC=CC=C1 (1-[4-[3-hydroxy-8-azabicyclo[3.2.1]octan-8-yl]-5-phenyl-thieno[2,3-d]pyrimidin-2-yl]pyrrolidine-3-carboxamide), S(=S)(=O)([O-])[O-].[Na+].[Na+] (sodium thiosulfate). Run in ClCCl (dichloromethane). Run at time 8 hour. Product: O=C1CC2CCC(C1)N2C=2C1=C(N=C(N2)N2CC(CC2)C(=O)N)SC=C1C1=CC=CC=C1 (1-[4-[3-oxo-8-azabicyclo[3.2.1]octan-8-yl]-5-phenyl-thieno[2,3-d]pyrimidin-2-yl]pyrrolidine-3-carboxamide). Isolated yield 115.5%. Reaction SMILES: CC(OI1(OC(C)=O)(OC(C)=O)OC(=O)C2C=CC=CC1=2)=O.[OH:23][CH:24]1[CH2:30][CH:29]2[N:31]([C:32]3[C:33]4[C:48]([C:49]5[CH:54]=[CH:53][CH:52]=[CH:51][CH:50]=5)=[CH:47][S:46][C:34]=4[N:35]=[C:36]([N:38]4[CH2:42][CH2:41][CH:40]([C:43]([NH2:45])=[O:44])[CH2:39]4)[N:37]=3)[CH:26]([CH2:27][CH2:28]2)[CH2:25]1.S([O-])([O-])(=O)=S.[Na+].[Na+]>ClCCl>[O:23]=[C:24]1[CH2:30][CH:29]2[N:31]([C:32]3[C:33]4[C:48]([C:49]5[CH:54]=[CH:53][CH:52]=[CH:51][CH:50]=5)=[CH:47][S:46][C:34]=4[N:35]=[C:36]([N:38]4[CH2:42][CH2:41][CH:40]([C:43]([NH2:45])=[O:44])[CH2:39]4)[N:37]=3)[CH:26]([CH2:27][CH2:28]2)[CH2:25]1 |f:2.3.4|. Procedure details: Dess-Martin Periodinane (50 mg, 0.12 mmol) was added to a suspension of 1-[4-[3-hydroxy-8-azabicyclo[3.2.1]octan-8-yl]-5-phenyl-thieno[2,3-d]pyrimidin-2-yl]pyrrolidine-3-carboxamide (40 mg, 0.089 mmol) in dichloromethane (4 mL). The mixture was stirred overnight at room temperature. Saturated aqueous sodium thiosulfate solution (2 mL) was added and the layers were separated. The aqueous was extracted with dichloromethane (2×2 mL). The combined organic layers were washed with saturated aqueous so...